From a dataset of the Open Reaction Database (ORD), a public repository of structured organic reaction records. describe an organic reaction: reactants, conditions, products, and yield Starting materials: ClC1=CC=CC(=C1C(=O)O)SC1=NC(=CC(=N1)OC)OC (6-chloro-2-(4,6-dimethoxypyrimidin-2-ylthio)benzoic acid), [N+](=O)([O-])C1=CC=C(C=C1)O (4-nitrophenol), C1(CCCCC1)N=C=NC1CCCCC1 (dicyclohexylcarbodiimide). The solvent is C(Cl)Cl (methylene chloride). Product: ClC1=CC=CC(=C1C(=O)OC1=CC=C(C=C1)[N+](=O)[O-])SC1=NC(=CC(=N1)OC)OC (4-nitrophenyl 6-chloro-2-(4,6-dimethoxypyrimidin-2-ylthio)benzoate). Reaction SMILES: [Cl:1][C:2]1[C:7]([C:8]([OH:10])=[O:9])=[C:6]([S:11][C:12]2[N:17]=[C:16]([O:18][CH3:19])[CH:15]=[C:14]([O:20][CH3:21])[N:13]=2)[CH:5]=[CH:4][CH:3]=1.[N+:22]([C:25]1[CH:30]=[CH:29][C:28](O)=[CH:27][CH:26]=1)([O-:24])=[O:23].C1(N=C=NC2CCCCC2)CCCCC1>C(Cl)Cl>[Cl:1][C:2]1[C:7]([C:8]([O:10][C:28]2[CH:29]=[CH:30][C:25]([N+:22]([O-:24])=[O:23])=[CH:26][CH:27]=2)=[O:9])=[C:6]([S:11][C:12]2[N:13]=[C:14]([O:20][CH3:21])[CH:15]=[C:16]([O:18][CH3:19])[N:17]=2)[CH:5]=[CH:4][CH:3]=1. Procedure details: This compound is prepared in a manner analogous to that of Example 1, Step G, using equimolar amounts of 6-chloro-2-(4,6-dimethoxypyrimidin-2-ylthio)benzoic acid, 4-nitrophenol, and dicyclohexylcarbodiimide in methylene chloride, yielding 4-nitrophenyl 6-chloro-2-(4,6-dimethoxypyrimidin-2-ylthio)benzoate. Reactants: OOS(=O)[O-].[K+] (oxone), C(=O)(O)C(O)C(O)C(=O)O.C(CCC)SC1=NSN=C1[C@H]1[C@@H]2CCCN(C1)C2 ((5S,6S)-6-(3-butylthio-1,2,5-thiadiazol-4-yl)-1-azabicyclo[3.2.1]octane tartrate), C(=O)(O)C(O)C(O)C(=O)O.C(CCC)SC1=NSN=C1[C@H]1[C@@H]2CCCN(C1)C2 ((5S,6S)-6-(3-butylthio-1,2,5-thiadiazol-4-yl)-1-azabicyclo[3.2.1]octane tartrate), C(=O)(O)[O-].[Na+] (NaHCO3). Run in O (water), O (water). Reaction conditions: temperature 0 celsius, time 8 hour. Yields the product C(C(=O)O)(=O)O.C(CCC)S(=O)(=O)C1=NSN=C1[C@H]1[C@@H]2CCCN(C1)C2 ((5S,6S)-6-(3-butylsulfonyl-1,2,5-thiadiazol-4-yl)-1-azabicyclo[3.2.1]octane oxalate). As a reaction SMILES: [C:1]([CH:4]([CH:6]([C:8]([OH:10])=[O:9])[OH:7])O)(O)=O.C(S[C:16]1[C:20]([C@@H:21]2[CH2:27][N:26]3[CH2:28][C@H:22]2[CH2:23][CH2:24][CH2:25]3)=[N:19][S:18][N:17]=1)CCC.C([O-])(O)=[O:30].[Na+].O[O:35][S:36]([O-:38])=O.[K+]>O>[C:8]([OH:10])(=[O:9])[C:6]([OH:30])=[O:7].[CH2:1]([S:36]([C:16]1[C:20]([C@@H:21]2[CH2:27][N:26]3[CH2:28][C@H:22]2[CH2:23][CH2:24][CH2:25]3)=[N:19][S:18][N:17]=1)(=[O:38])=[O:35])[CH2:4][CH2:6][CH3:8] |f:0.1,2.3,4.5,7.8|. Procedure: A solution of (5S,6S)-6-(3-butylthio-1,2,5-thiadiazol-4-yl)-1-azabicyclo[3.2.1]octane tartrate (Compound 111) (4.4 g, 10.1 mmol) in water was treated with saturated aqueous NaHCO3 until basic then extracted with ethyl acetate (3×100 ml). The organic phase was dried over NaCl/Na2SO4 then evaporated. The residue was taken up in 1N HCl(aq) and water (23 ml) and cooled to 0° C. A solution of oxone (9.2 g, 15.0 mmol) in water (45 ml) was added dropwise to the reaction then stirred overnight at room t... Reactants: N1C=NC2=C1C=CC(=C2)C#N (1H-benzimidazole-5-carbonitrile), NO (hydroxylamine). Solvent: CCO (EtOH). Conditions: time 36 hour. The product is ON=C(N)C1=CC2=C(NC=N2)C=C1 (N′-hydroxy-1H-benzimidazole-5-carboximidamide). Isolated yield 93.4%. RXN SMILES: [NH:1]1[C:5]2[CH:6]=[CH:7][C:8]([C:10]#[N:11])=[CH:9][C:4]=2[N:3]=[CH:2]1.[NH2:12][OH:13]>CCO>[OH:13][N:12]=[C:10]([C:8]1[CH:7]=[CH:6][C:5]2[NH:1][CH:2]=[N:3][C:4]=2[CH:9]=1)[NH2:11]. Reported procedure: To a suspension of 1H-benzimidazole-5-carbonitrile obtained in step 1 (1 g; 6.99 mmol) in EtOH (20 mL) was added hydroxylamine (50% in water, 2.10 mL; 34.93 mmol) and the mixture was stirred at RT for 36 hours. The solution was concentrated under vacuum to give the title compound as a light pink solid (1.15 g, 93%). 1H NMR (DMSO-d6): δ 12.52 (br s, 1H), 9.51 (s, 1H), 8.23 (s, 1H), 7.89 (br s, 1H), 7.56 (s, 2H), 5.80 (s, 2H).